From a dataset of the Open Reaction Database (ORD), a public repository of structured organic reaction records. describe an organic reaction: reactants, conditions, products, and yield Starting materials: O (H2O), C(C)C1=CC(=C(C=C1F)O)[N+](=O)[O-] (4-Ethyl-5-fluoro-2-nitrophenol), CI (Methyl iodide), C(=O)([O-])[O-].[K+].[K+] (K2CO3). Solvent: C(C)OCC (diethyl ether), CS(=O)C (DMSO). Yields the product C(C)C1=C(C=C(C(=C1)[N+](=O)[O-])OC)F (1-ethyl-2-fluoro-4-(methyloxy)-5-nitrobenzene). Yield: 83.4%. Reaction SMILES: [CH2:1]([C:3]1[C:8]([F:9])=[CH:7][C:6]([OH:10])=[C:5]([N+:11]([O-:13])=[O:12])[CH:4]=1)[CH3:2].[C:14]([O-])([O-])=O.[K+].[K+].CI.O>CS(C)=O.C(OCC)C>[CH2:1]([C:3]1[CH:4]=[C:5]([N+:11]([O-:13])=[O:12])[C:6]([O:10][CH3:14])=[CH:7][C:8]=1[F:9])[CH3:2] |f:1.2.3|. Reported procedure: 4-Ethyl-5-fluoro-2-nitrophenol (5.72 g, 30.9 mmol) was dissolved in 60 mL of DMSO with stirring. K2CO3 (6.41 g, 46.4 mmol) was added. Methyl iodide (2.5 mL, 40 mmol) was added via syringe. The reaction was stirred overnight and poured into H2O and diethyl ether. The layers were separated, and the organic layer was washed with brine. The combined aqueous layers were extracted with EtOAc (2×). The combined organic layers were dried over MgSO4, filtered, and concentrated in vacuo. The residue was p... The reactants are O.C1(=CC=C(C=C1)S(=O)(=O)O)C (p-toluenesulfonic acid monohydrate), C(C)OC(CNC1=NN(C=C1C(NC(CCC1=C(C(=CC=C1)F)F)=O)=O)C)=O (2-(4-(3-(2,3-difluorophenyl)-propanoylcarbamoyl)-1-methyl-1H-pyrazol-3-ylamino)-acetic acid ethyl ester), ClCCl (dichloromethane). Solvent: C1(=CC=CC=C1)C (toluene). Product: C(C)OC(CN1C(=NC(C=2C1=NN(C2)C)=O)CCC2=C(C(=CC=C2)F)F)=O (2-(6-(2-(2,3-Difluorophenyl)-ethyl)-2-methyl-4-oxo-2,4-dihydro-pyrazolo-[3,4-d]pyrimidin-7-yl)-acetic acid ethyl ester). The yield is 56.8%. Reaction SMILES: O.C1(C)C=CC(S(O)(=O)=O)=CC=1.[CH2:13]([O:15][C:16](=[O:40])[CH2:17][NH:18][C:19]1[C:23]([C:24](=[O:38])[NH:25][C:26](=O)[CH2:27][CH2:28][C:29]2[CH:34]=[CH:33][CH:32]=[C:31]([F:35])[C:30]=2[F:36])=[CH:22][N:21]([CH3:39])[N:20]=1)[CH3:14].ClCCl>C1(C)C=CC=CC=1>[CH2:13]([O:15][C:16](=[O:40])[CH2:17][N:18]1[C:19]2=[N:20][N:21]([CH3:39])[CH:22]=[C:23]2[C:24](=[O:38])[N:25]=[C:26]1[CH2:27][CH2:28][C:29]1[CH:34]=[CH:33][CH:32]=[C:31]([F:35])[C:30]=1[F:36])[CH3:14] |f:0.1|. Procedure details: A suspension of p-toluenesulfonic acid monohydrate (200 mg) and 2-(4-(3-(2,3-difluorophenyl)-propanoylcarbamoyl)-1-methyl-1H-pyrazol-3-ylamino)-acetic acid ethyl ester (Int B60) (1.2 g, 3.04 mmol) in toluene (100 ml) was refluxed for 3 h. The mixture was cooled and dichloromethane (200 ml) was added. The resulting solution was washed with aqueous sodium bicarbonate solution, brine, dried (MgSO4) and evaporated. The residue was purified by flash chromatography (silica, 5% methanol/dichloromethane... RXN SMILES: [CH2:1]([O:3][C:4]([C:6]1[C:10](=[O:11])[NH:9][N:8]([C:12]2[CH:17]=[CH:16][C:15]([N+:18]([O-])=O)=[CH:14][CH:13]=2)[CH:7]=1)=[O:5])[CH3:2]>O1CCCC1.C.[Pd]>[NH2:18][C:15]1[CH:16]=[CH:17][C:12]([N:8]2[CH:7]=[C:6]([C:4]([O:3][CH2:1][CH3:2])=[O:5])[C:10](=[O:11])[NH:9]2)=[CH:13][CH:14]=1. The reagents and catalysts are [Pd] (Palladium), C (charcoal). The reactants are C(C)OC(=O)C1=CN(NC1=O)C1=CC=C(C=C1)[N+](=O)[O-] (4-Ethoxycarbonyl-2-(4-nitrophenyl)-3-pyrazolin-5-one). Procedure: 4-Ethoxycarbonyl-2-(4-nitrophenyl)-3-pyrazolin-5-one (5.66 g, 20.43 mmol) in distilled tetrahydrofuran (250 ml) containing 10% Palladium|charcoal catalyst (1.13 g) was hydrogenated at atmospheric pressure for 11/2 hours at 0° C. followed by 2 hours at room temperature. The catalyst was then removed by filtration through celite and the celite washed with tetrahydrofuran. The filtrate was then evaporated to dryness to yield the title compound (5.0 g) after trituration (Ether; hexane), νmax (Nujol)... Isolated yield 99.0%. Product: NC1=CC=C(C=C1)N1NC(C(=C1)C(=O)OCC)=O (2-(4-Aminophenyl)-4-ethoxycarbonyl-3 pyrazolin-5-one). Solvent: O1CCCC1 (tetrahydrofuran). Reaction conditions: time 2 hour. Starting materials: CCO, O=C(OCc1ccccc1)N1CCC(n2c(=O)[nH]c3nnccc32)CC1. Yields the product O=c1[nH]c2nnccc2n1C1CCNCC1. RXN SMILES: [CH3:27][CH2:28][OH:29].[O:1]=[c:2]1[n:3]([CH:11]2[CH2:12][CH2:13][N:14]([C:17]([O:18][CH2:19][c:20]3[cH:21][cH:22][cH:23][cH:24][cH:25]3)=[O:26])[CH2:15][CH2:16]2)[c:4]2[c:5]([n:6][n:7][cH:8][cH:9]2)[nH:10]1>>[O:1]=[c:2]1[n:3]([CH:11]2[CH2:12][CH2:13][NH:14][CH2:15][CH2:16]2)[c:4]2[c:5]([n:6][n:7][cH:8][cH:9]2)[nH:10]1. Product: C(C)(C)(C)C1=CC=C(C=C1)S(=O)(=O)NC1=C(C=C(C=C1)Cl)C1=NNC2=CC=CC=C12 (4-tert-Butyl-N-[4-chloro-2-(1H-indazol-3-yl)-phenyl]-benzenesulfonamide). The reactants are BC1=C(C=CC(=C1)Cl)NS(=O)(=O)C1=CC=C(C=C1)C(C)(C)C (N-(2-boranyl-4-chloro-phenyl)-4-tert-butyl-benzenesulfonamide), C1(CCCCC1)P(C1=C(C=CC=C1)C1=C(C=C(C=C1C(C)C)C(C)C)C(C)C)C1CCCCC1 (2-dicyclohexylphosphino-2′, 4′, 6′-triisopropylbiphenyl), IC1=NNC2=CC=CC=C12 (3-iodo-1H-indazole), C([O-])(O)=O.[Na+] (sodium bicarbonate). Isolated yield 19.4%. Reported procedure: A 25 mL scintillation vial was charged with N-(2-boranyl-4-chloro-phenyl)-4-tert-butyl-benzenesulfonamide (90 mg, 0.27 mmol), tris(dibenzylideneacetone)dipalladium (18 mg, 0.02 mmol), 2-dicyclohexylphosphino-2′, 4′, 6′-triisopropylbiphenyl (24 mg, 0.05 mmol), 3-iodo-1H-indazole (65 mg, 0.27 mmol), saturated aqueous sodium bicarbonate (1 mL), and tetrahydrofuran (1.5 mL). The reaction was stirred at 80° C. under nitrogen overnight. The following day, the reaction was cooled to room temperature an... Reagents/catalysts: C=1C=CC(=CC1)/C=C/C(=O)/C=C/C2=CC=CC=C2.C=1C=CC(=CC1)/C=C/C(=O)/C=C/C2=CC=CC=C2.C=1C=CC(=CC1)/C=C/C(=O)/C=C/C2=CC=CC=C2.[Pd].[Pd] (tris(dibenzylideneacetone)dipalladium). Reaction SMILES: B[C:2]1[CH:7]=[C:6]([Cl:8])[CH:5]=[CH:4][C:3]=1[NH:9][S:10]([C:13]1[CH:18]=[CH:17][C:16]([C:19]([CH3:22])([CH3:21])[CH3:20])=[CH:15][CH:14]=1)(=[O:12])=[O:11].C1(P(C2CCCCC2)C2C=CC=CC=2C2C(C(C)C)=CC(C(C)C)=CC=2C(C)C)CCCCC1.I[C:58]1[C:66]2[C:61](=[CH:62][CH:63]=[CH:64][CH:65]=2)[NH:60][N:59]=1.C(=O)(O)[O-].[Na+]>C(OCC)(=O)C.C1C=CC(/C=C/C(/C=C/C2C=CC=CC=2)=O)=CC=1.C1C=CC(/C=C/C(/C=C/C2C=CC=CC=2)=O)=CC=1.C1C=CC(/C=C/C(/C=C/C2C=CC=CC=2)=O)=CC=1.[Pd].[Pd].O1CCCC1>[C:19]([C:16]1[CH:17]=[CH:18][C:13]([S:10]([NH:9][C:3]2[CH:4]=[CH:5][C:6]([Cl:8])=[CH:7][C:2]=2[C:58]2[C:66]3[C:61](=[CH:62][CH:63]=[CH:64][CH:65]=3)[NH:60][N:59]=2)(=[O:12])=[O:11])=[CH:14][CH:15]=1)([CH3:22])([CH3:21])[CH3:20] |f:3.4,6.7.8.9.10|. Reaction conditions: temperature 80 celsius, time 8 hour. The solvent is O1CCCC1 (tetrahydrofuran), C(C)(=O)OCC (ethyl acetate).